The task is: describe an organic reaction: reactants, conditions, products, and yield. This data is from the Open Reaction Database (ORD), a public repository of structured organic reaction records. Starting materials: C(#C)C1=CC=C(C=C1)CN(C)C (1-(4-ethynylphenyl)-N,N-dimethylmethanamine), HRuCl(CO)(PPh3)3, CC1(OBOC1(C)C)C (4,4,5,5-Tetramethyl-1,3,2-dioxaborolane). Run in C1(=CC=CC=C1)C (toluene). Run at temperature 50 celsius. Yields the product CN(CC1=CC=C(C=C1)\C=C\B1OC(C(O1)(C)C)(C)C)C ((E)-N,N-dimethyl-1-(4-(2-(4,4,5,5-tetramethyl-1,3,2-dioxaborolan-2-yl)vinyl)phenyl)methanamine). The yield is 84.8%. RXN SMILES: [CH3:1][C:2]1([CH3:9])[C:6]([CH3:8])([CH3:7])[O:5][BH:4][O:3]1.[C:10]([C:12]1[CH:17]=[CH:16][C:15]([CH2:18][N:19]([CH3:21])[CH3:20])=[CH:14][CH:13]=1)#[CH:11]>C1(C)C=CC=CC=1>[CH3:20][N:19]([CH3:21])[CH2:18][C:15]1[CH:16]=[CH:17][C:12](/[CH:10]=[CH:11]/[B:4]2[O:5][C:6]([CH3:8])([CH3:7])[C:2]([CH3:9])([CH3:1])[O:3]2)=[CH:13][CH:14]=1. Procedure details: 4,4,5,5-Tetramethyl-1,3,2-dioxaborolane (1.20 mL, 8.23 mmol) was added to an argon-purged solution of 1-(4-ethynylphenyl)-N,N-dimethylmethanamine (262 mg, 1.65 mmol) and HRuCl(CO)(PPh3)3 (104.1 mg, 0.11 mmol) in toluene (9.0 mL). The resulting mixture was heated at 50° C. for 12 h. The product was extracted into Et2O (250 mL), and the organic layer was washed sequentially with water (3×20 mL) and brine (20 mL), dried (Na2SO4) and evaporated in vacuo. Purification by column chromatography (silica... Yields the product COc1ccc(N2C(=O)CCCC2=O)cn1, Cl. As a reaction SMILES: [CH3:1][O:2][c:3]1[cH:4][cH:5][c:6]([NH:9][C:10](=[O:11])[CH2:12][CH2:13][CH2:14][C:15](=[O:16])[Cl:17])[cH:7][n:8]1.[Cl:22][CH2:23][Cl:24].[S:18]([Cl:19])([Cl:20])=[O:21]>>[CH3:1][O:2][c:3]1[cH:4][cH:5][c:6]([N:9]2[C:10](=[O:11])[CH2:12][CH2:13][CH2:14][C:15]2=[O:16])[cH:7][n:8]1.[ClH:17]. The reactants are COc1ccc(NC(=O)CCCC(=O)Cl)cn1, ClCCl, O=S(Cl)Cl.